Dataset: the Open Reaction Database (ORD), a public repository of structured organic reaction records. Task: describe an organic reaction: reactants, conditions, products, and yield The reactants are N(=O)[O-].[Na+] (NaNO2), ClC1=CC=C(C(=N1)NC)N (6-chloro-N2-methylpyridine-2,3-diamine), [OH-].[Na+] (NaOH). Solvent: Cl (HCl). Reaction conditions: temperature 0 celsius, time 10 minute. Yields the product ClC1=CC=C2C(=N1)N(N=N2)C (5-chloro-3-methyl-3H-[1,2,3]triazolo[4,5-b]pyridine). Yield: 63.6%. RXN SMILES: [N:1]([O-])=O.[Na+].[Cl:5][C:6]1[N:11]=[C:10]([NH:12][CH3:13])[C:9]([NH2:14])=[CH:8][CH:7]=1.[OH-].[Na+]>Cl>[Cl:5][C:6]1[N:11]=[C:10]2[N:12]([CH3:13])[N:1]=[N:14][C:9]2=[CH:8][CH:7]=1 |f:0.1,3.4|. Procedure: NaNO2 (350 mg, 5.08 mmol) was added to a stirred solution of 6-chloro-N2-methylpyridine-2,3-diamine (Step 102.2) (800 mg, 5.08 mmol) in 2N HCl (8 mL) at 0° C. and the resulting mixture was stirred for 10 min at 0° C. The reaction was basified with 2N NaOH and extracted with CH2Cl2. The combined organic layers were washed with brine, dried over Na2SO4, filtered and concentrated under reduced pressure. The crude material was purified by silica gel column chromatography (50% EtOAc/hexane) to afford... Reactants: O=C1C2=C(N=C3N1C=CC(=C3)C(=O)OC)CCCCCC2 (methyl 12-oxo-7,8,9,10,11,12-hexahydro-6H-cycloocta[d]pyrido[1,2-a]-pyrimidine-3-carboxylate), O[Li].O (LiOH H2O), Cl (HCl). Solvent: CO (MeOH). The product is O=C1C2=C(N=C3N1C=CC(=C3)C(=O)O)CCCCCC2 (12-oxo-7,8,9,10,11,12-hexahydro-6H-cycloocta[d]pyrido[1,2-a]pyrimidine-3-carboxylic acid). As a reaction SMILES: [O:1]=[C:2]1[N:7]2[CH:8]=[CH:9][C:10]([C:12]([O:14]C)=[O:13])=[CH:11][C:6]2=[N:5][C:4]2[CH2:16][CH2:17][CH2:18][CH2:19][CH2:20][CH2:21][C:3]1=2.O[Li].O.Cl>CO>[O:1]=[C:2]1[N:7]2[CH:8]=[CH:9][C:10]([C:12]([OH:14])=[O:13])=[CH:11][C:6]2=[N:5][C:4]2[CH2:16][CH2:17][CH2:18][CH2:19][CH2:20][CH2:21][C:3]1=2 |f:1.2|. Reported procedure: A solution of methyl 12-oxo-7,8,9,10,11,12-hexahydro-6H-cycloocta[d]pyrido[1,2-a]-pyrimidine-3-carboxylate (80 mg, 0.28 mmol) and LiOH H2O in MeOH (5 mL) was stirred at room temperature for 0.5 h. The reaction mixture was adjusted to pH around 6 with 1 N HCl and extracted with ethyl acetate (2×25 mL). The combined ethyl acetate layers were washed with brine and dried over anhydrous sodium sulfate. After filtration and concentration, the crude product was used for the next step without further pu...